From a dataset of the Open Reaction Database (ORD), a public repository of structured organic reaction records. describe an organic reaction: reactants, conditions, products, and yield Starting materials: CS(=O)(=O)Cl (Methane sulphonyl chloride), crude product, NC1=CC2=C(OCC3(CN(C(O3)C3=CC=CC=C3)C(C)C)CO2)C=C1 (7-amino-3'-isopropyl-2'-phenyl-3,4-dihydro-2H-1,5-benzodioxepin-3-spiro-5'-oxazolidine), N12CCN(CC1)CC2 (1,4-diazabicyclo[2,2,2]-octane). The solvent is CCOCC (ether), CCOCC (ether). The product is C(C)(C)N1C(OC2(C1)COC1=C(OC2)C=CC(=C1)NS(=O)(=O)C)C1=CC=CC=C1 (3'-isopropyl-7-methansulphonamido-2'-phenyl-3,4-dihydro-2H-1,5-benzodioxepin-3-spiro-5'-oxazolidine). Reaction SMILES: [NH2:1][C:2]1[CH:25]=[CH:24][C:5]2[O:6][CH2:7][C:8]3([CH2:22][O:23][C:4]=2[CH:3]=1)[O:12][CH:11]([C:13]1[CH:18]=[CH:17][CH:16]=[CH:15][CH:14]=1)[N:10]([CH:19]([CH3:21])[CH3:20])[CH2:9]3.N12CCN(CC1)CC2.[CH3:34][S:35](Cl)(=[O:37])=[O:36]>CCOCC>[CH:19]([N:10]1[CH2:9][C:8]2([CH2:7][O:6][C:5]3[CH:24]=[CH:25][C:2]([NH:1][S:35]([CH3:34])(=[O:37])=[O:36])=[CH:3][C:4]=3[O:23][CH2:22]2)[O:12][CH:11]1[C:13]1[CH:14]=[CH:15][CH:16]=[CH:17][CH:18]=1)([CH3:20])[CH3:21]. Procedure: The crude 7-amino-3'-isopropyl-2'-phenyl-3,4-dihydro-2H-1,5-benzodioxepin-3-spiro-5'-oxazolidine (352 mg.) is dissolved in dry ether (23 ml.) and 1,4-diazabicyclo[2,2,2]-octane (118 mg.; 1.065 mmole) is added. Methane sulphonyl chloride (105 mg.; 1.065 mmole) dissolved in dry ether (5 ml.) is added dropwise with stirring and the reaction mixture then is stirred at room temperature for 1 hour. The solid is filtered off and discarded: evaporation of the mother liquors affords 387.2 mg. (91%) of cr... Reactants: C1(=CC=CC=C1)C(N1C=NC(=C1)CCC[O-])(C1=CC=CC=C1)C1=CC=CC=C1.[Na+] (sodium 3-(1-triphenylmethyl-1H-imidazol-4-yl)propanolate), [Cl-].C1(CCCC1)C=1C=C(C=CC1)CCC (3-cyclopentylphenylpropane chloride). Product: N1C=NC(=C1)CCCOCCCC1CCCC1 (3-Cyclopentylpropyl 3-(1H-imidazol-4-yl)propyl ether). RXN SMILES: C1(C(C2C=CC=CC=2)(C2C=CC=CC=2)[N:8]2[CH:12]=[C:11]([CH2:13][CH2:14][CH2:15][O-:16])[N:10]=[CH:9]2)C=CC=CC=1.[Na+].[Cl-].[CH:31]1([C:36]2C=C(CCC)C=[CH:40][CH:41]=2)[CH2:35][CH2:34][CH2:33][CH2:32]1>>[NH:8]1[CH:12]=[C:11]([CH2:13][CH2:14][CH2:15][O:16][CH2:40][CH2:41][CH2:36][CH:31]2[CH2:35][CH2:34][CH2:33][CH2:32]2)[N:10]=[CH:9]1 |f:0.1,2.3|. Reported procedure: 5 mmol of sodium 3-(1-triphenylmethyl-1H-imidazol-4-yl)propanolate and 3-cyclopentylphenylpropane chloride are treated as described in Example 5. Starting materials: CC1=NOC(=C1CN1N=CC(=C1)N1C(NN(C1=O)C)=O)C (4-(1-((3,5-dimethylisoxazol-4-yl)methyl)-1H-pyrazol-4-yl)-1-methyl-1,2,4-triazolidine-3,5-dione), BrCCC1=CC=C(C=C1)F (1-(2-bromoethyl)-4-fluorobenzene). The product is C(C1=CC=CC=C1)N1N(C(N(C1=O)C=1C=NN(C1)CC=1C(=NOC1C)C)=O)C (1-Benzyl-4-(1-((3,5-dimethylisoxazol-4-yl)methyl)-1H-pyrazol-4-yl)-2-methyl-1,2,4-triazolidine-3,5-dione). The yield is 14.0%. As a reaction SMILES: [CH3:1][C:2]1[C:6]([CH2:7][N:8]2[CH:12]=[C:11]([N:13]3[C:17](=[O:18])[N:16]([CH3:19])[NH:15][C:14]3=[O:20])[CH:10]=[N:9]2)=[C:5]([CH3:21])[O:4][N:3]=1.BrC[CH2:24][C:25]1[CH:30]=[CH:29][C:28](F)=[CH:27][CH:26]=1>>[CH2:24]([N:15]1[C:14](=[O:20])[N:13]([C:11]2[CH:10]=[N:9][N:8]([CH2:7][C:6]3[C:2]([CH3:1])=[N:3][O:4][C:5]=3[CH3:21])[CH:12]=2)[C:17](=[O:18])[N:16]1[CH3:19])[C:25]1[CH:30]=[CH:29][CH:28]=[CH:27][CH:26]=1. Reported procedure: Prepared as in Example 10-65 from 4-(1-((3,5-dimethylisoxazol-4-yl)methyl)-1H-pyrazol-4-yl)-1-methyl-1,2,4-triazolidine-3,5-dione (example 10-64) and 1-(2-bromoethyl)-4-fluorobenzene. Yield: 14%. 1H NMR (CDCl3, 400 MHz): δ2.18 (s, 3H), 2.40 (s, 3H), 2.87 (t, J=6.8 Hz, 2H), 3.14 (s, 3H), 3.83 (t, J=7.2 Hz, 2H), 5.03 (s, 2H), 6.95 (t, J=8.4 Hz, 2H), 7.14 (t, J=8 Hz, 2H), 7.77 (s, 1H), 7.95 (s, 1H). The title compound was shown to inhibit hT2R08 bitter receptor and had an IC50 of 0.01 μM. The reactants are CC(C)(C)OC(=O)N1CC2CC2(CO)C1c1ccccc1, C1CCOC1, O=C1NC(=O)c2ccccc21, c1ccc(P(c2ccccc2)c2ccccc2)cc1. The product is CC(C)(C)OC(=O)N1CC2CC2(CN2C(=O)c3ccccc3C2=O)C1c1ccccc1. As a reaction SMILES: [C:1]([CH3:2])([CH3:3])([CH3:4])[O:5][C:6](=[O:7])[N:8]1[CH:9]([c:16]2[cH:17][cH:18][cH:19][cH:20][cH:21]2)[C:10]2([CH2:14][OH:15])[CH2:11][CH:12]2[CH2:13]1.[CH2:52]1[O:53][CH2:54][CH2:55][CH2:56]1.[O:41]=[C:42]1[NH:43][C:44](=[O:45])[c:46]2[cH:47][cH:48][cH:49][cH:50][c:51]21.[c:22]1([P:23]([c:24]2[cH:25][cH:26][cH:27][cH:28][cH:29]2)[c:30]2[cH:31][cH:32][cH:33][cH:34][cH:35]2)[cH:36][cH:37][cH:38][cH:39][cH:40]1>>[C:1]([CH3:2])([CH3:3])([CH3:4])[O:5][C:6](=[O:7])[N:8]1[CH:9]([c:16]2[cH:17][cH:18][cH:19][cH:20][cH:21]2)[C:10]2([CH2:14][N:43]3[C:42](=[O:41])[c:51]4[c:46]([cH:47][cH:48][cH:49][cH:50]4)[C:44]3=[O:45])[CH2:11][CH:12]2[CH2:13]1. Reactants: C(C=C)C1C(CC(C(C(OC(C2CCCCN2C(C(C2(C(CC(C(C(CC(CC(=C1)C)C)OC)O2)OC)C)O)=O)=O)=O)C(=CC2CC(C(CC2)O)O)C)C)O)=O (17-Allyl-1,14-dihydroxy-12-[2-(3,4-dihydroxycyclohexyl)-1-methylvinyl]-23,25-dimethoxy-13,19,21,27-tetramethyl-11,28-dioxa-4-azatricyclo[22.3.1.04,9 ]octacos-18-ene-2,3,10,16-tetraone), C1(=CC=C(C=C1)S(=O)(=O)O)C (p-toluenesulphonic acid), [H][H] (hydrogen). The reagents and catalysts are [Pd] (palladium-on-carbon). The solvent is CO (methanol), C1(=CC=CC=C1)C (toluene). Yields the product C(CC)C1C(CCC(C(OC(C2CCCCN2C(C(C2(C(CC(C(C(CC(CC(=C1)C)C)OC)O2)OC)C)O)=O)=O)=O)C(=CC2CC(C(CC2)O)O)C)C)=O (17-Propyl-1-hydroxy-12-[2-(3,4-dihydroxycyclohexyl)-1-methylvinyl]-23,25-dimethoxy-13,19,21,27-tetramethyl-11,28-dioxa-4-azatricyclo[22.3.1.04,9 ]octacos-18-ene-2,3,10,16-tetraone). Isolated yield 40.7%. As a reaction SMILES: [CH2:1]([CH:4]1[CH:30]=[C:29]([CH3:31])[CH2:28][CH:27]([CH3:32])[CH2:26][CH:25]([O:33][CH3:34])[CH:24]2[O:35][C:20]([OH:39])([CH:21]([CH3:38])[CH2:22][CH:23]2[O:36][CH3:37])[C:19](=[O:40])[C:18](=[O:41])[N:17]2[CH:12]([CH2:13][CH2:14][CH2:15][CH2:16]2)[C:11](=[O:42])[O:10][CH:9]([C:43]([CH3:53])=[CH:44][CH:45]2[CH2:50][CH2:49][CH:48]([OH:51])[CH:47]([OH:52])[CH2:46]2)[CH:8]([CH3:54])[CH:7](O)[CH2:6][C:5]1=[O:56])[CH:2]=[CH2:3].C1(C)C=CC(S(O)(=O)=O)=CC=1.[H][H]>C1(C)C=CC=CC=1.CO.[Pd]>[CH2:1]([CH:4]1[CH:30]=[C:29]([CH3:31])[CH2:28][CH:27]([CH3:32])[CH2:26][CH:25]([O:33][CH3:34])[CH:24]2[O:35][C:20]([OH:39])([CH:21]([CH3:38])[CH2:22][CH:23]2[O:36][CH3:37])[C:19](=[O:40])[C:18](=[O:41])[N:17]2[CH:12]([CH2:13][CH2:14][CH2:15][CH2:16]2)[C:11](=[O:42])[O:10][CH:9]([C:43]([CH3:53])=[CH:44][CH:45]2[CH2:50][CH2:49][CH:48]([OH:51])[CH:47]([OH:52])[CH2:46]2)[CH:8]([CH3:54])[CH2:7][CH2:6][C:5]1=[O:56])[CH2:2][CH3:3]. Procedure details: To a solution of 17-Allyl-1,14-dihydroxy-12-[2-(3,4-dihydroxycyclohexyl)-1-methylvinyl]-23,25-dimethoxy-13,19,21,27-tetramethyl-11,28-dioxa-4-azatricyclo[22.3.1.04,9 ]octacos-18-ene-2,3,10,16-tetraone (100 mg) in toluene (20 ml) was added p-toluenesulphonic acid (5 mg) and the resulting solution was warmed for 90 minutes on a steam bath. Evaporation of volatiles in vacuo and chromatography of the residue on silica eluting with ethyl acetate gave an oil which was dissolved in methanol (5 ml). To ... The reactants are SC1=NC=CC=C1N (2-mercapto-3-aminopyridine), [OH-].[K+] (potassium hydroxide), ClC(C(=O)OCC)C=O (ethyl α-chloro-formylacetate). Solvent: C(C)O (ethanol), C(C)O (ethanol), C(C)O (ethanol). Run at temperature 50 celsius. Yields the product C(C)OC(=O)C1=CNC2=C(S1)N=CC=C2 (3-Ethoxycarbonyl-1H-pyrido[2,3-b][1,4]-thiazine). As a reaction SMILES: Cl[CH:2]([CH:8]=O)[C:3]([O:5][CH2:6][CH3:7])=[O:4].[SH:10][C:11]1[C:16]([NH2:17])=[CH:15][CH:14]=[CH:13][N:12]=1.[OH-].[K+]>C(O)C>[CH2:6]([O:5][C:3]([C:2]1[S:10][C:11]2[N:12]=[CH:13][CH:14]=[CH:15][C:16]=2[NH:17][CH:8]=1)=[O:4])[CH3:7] |f:2.3|. Reported procedure: 4.8 g of ethyl α-chloro-formylacetate, dissolved in 70 ml of ethanol, are added to a solution of 4 g (0.0317 mole) of 2-mercapto-3-aminopyridine and 1.78 g (0.0317 mole) of potassium hydroxide in 200 ml of ethanol at 25° C. under nitrogen. The mixture is warmed at 50° C. for 1 hour, the ethanol is then stripped off in vacuo and the residue is chromatographed on silica gel with methylene chloride/methanol (95:5) as the mobile phase. Yield: 3.3 g (47% of theory) Melting point: 194°-195° C. Starting materials: ClCCCC=1C=NC=CC1 (3-(3-chloropropyl)pyridine), N1(CCNCC1)C(=O)OCC (ethyl 1-piperazinecarboxylate), C([O-])([O-])=O.[K+].[K+] (potassium carbonate), [I-].[K+] (potassium iodide). The reagents and catalysts are [Br-].C(CCC)[N+](CCCC)(CCCC)CCCC (tetra-n-butylammonium bromide). Solvent: CC(CC)=O (2-butanone), O (water). Yields the product C(C)OC(=O)N1CCN(CC1)CCCC=1C=NC=CC1 (1-ethoxycarbonyl-4-[3-(3-pyridyl)propyl]piperazine). RXN SMILES: Cl[CH2:2][CH2:3][CH2:4][C:5]1[CH:6]=[N:7][CH:8]=[CH:9][CH:10]=1.[N:11]1([C:17]([O:19][CH2:20][CH3:21])=[O:18])[CH2:16][CH2:15][NH:14][CH2:13][CH2:12]1.C(=O)([O-])[O-].[K+].[K+].[I-].[K+]>[Br-].C([N+](CCCC)(CCCC)CCCC)CCC.O.CC(=O)CC>[CH2:20]([O:19][C:17]([N:11]1[CH2:12][CH2:13][N:14]([CH2:2][CH2:3][CH2:4][C:5]2[CH:6]=[N:7][CH:8]=[CH:9][CH:10]=2)[CH2:15][CH2:16]1)=[O:18])[CH3:21] |f:2.3.4,5.6,7.8|. Reported procedure: A mixed solution of 3-(3-chloropropyl)pyridine 1.92 g, ethyl 1-piperazinecarboxylate 1.6 g, anhydrous potassium carbonate 3.0 g, potassium iodide 1 g, tetra-n-butylammonium bromide 0.1 g and 2-butanone 50 ml was refluxed for 24 hours. To the reaction mixture was added water 50 ml, and the product was extracted with ethyl acetate. The extract was washed with saturated aqueous solution of sodium chloride, dried over anhydrous magnesium sulfate and concentrated to dryness under reduced pressure to ...